Dataset: the Open Reaction Database (ORD), a public repository of structured organic reaction records. Task: describe an organic reaction: reactants, conditions, products, and yield Starting materials: CC(=O)OC(C)=O, NCc1cc(CCC(=O)O)no1, c1ccncc1. Yields the product CC(=O)NCc1cc(CCC(=O)O)no1. Reaction SMILES: [CH3:13][C:14](=[O:15])[O:16][C:17](=[O:18])[CH3:19].[NH2:1][CH2:2][c:3]1[cH:4][c:5]([CH2:8][CH2:9][C:10](=[O:11])[OH:12])[n:6][o:7]1.[cH:20]1[cH:21][cH:22][n:23][cH:24][cH:25]1>>[NH:1]([CH2:2][c:3]1[cH:4][c:5]([CH2:8][CH2:9][C:10](=[O:11])[OH:12])[n:6][o:7]1)[C:14]([CH3:13])=[O:15].